This data is from the Open Reaction Database (ORD), a public repository of structured organic reaction records. The task is: describe an organic reaction: reactants, conditions, products, and yield Starting materials: BrC1=CC(=C2C=NNC2=C1)NC(=O)C1=NC=CC=C1 (N-(6-bromo-1H-indazol-4-yl)-2-pyridinecarboxamide), N1C=CC2=C(C=CC=C12)B(O)O (1H-indol-4-ylboronic acid), C([O-])([O-])=O.[Na+].[Na+] (sodium carbonate). Reagents/catalysts: C1=CC=C(C=C1)P([C-]2C=CC=C2)C3=CC=CC=C3.C1=CC=C(C=C1)P([C-]2C=CC=C2)C3=CC=CC=C3.Cl[Pd]Cl.[Fe+2] (Pd(dppf)Cl2). Solvent: O1CCOCC1.O (dioxane water). Reaction conditions: temperature 150 celsius. Product: N1C=CC2=C(C=CC=C12)C1=CC(=C2C=NNC2=C1)NC(=O)C1=NC=CC=C1 (N-[6-(1H-Indol-4-yl)-1H-indazol-4-yl]-2-pyridinecarboxamide). As a reaction SMILES: Br[C:2]1[CH:10]=[C:9]2[C:5]([CH:6]=[N:7][NH:8]2)=[C:4]([NH:11][C:12]([C:14]2[CH:19]=[CH:18][CH:17]=[CH:16][N:15]=2)=[O:13])[CH:3]=1.[NH:20]1[C:28]2[C:23](=[C:24](B(O)O)[CH:25]=[CH:26][CH:27]=2)[CH:22]=[CH:21]1.C(=O)([O-])[O-].[Na+].[Na+]>O1CCOCC1.O.C1C=CC(P(C2C=CC=CC=2)[C-]2C=CC=C2)=CC=1.C1C=CC(P(C2C=CC=CC=2)[C-]2C=CC=C2)=CC=1.Cl[Pd]Cl.[Fe+2]>[NH:20]1[C:28]2[C:23](=[C:24]([C:2]3[CH:10]=[C:9]4[C:5]([CH:6]=[N:7][NH:8]4)=[C:4]([NH:11][C:12]([C:14]4[CH:19]=[CH:18][CH:17]=[CH:16][N:15]=4)=[O:13])[CH:3]=3)[CH:25]=[CH:26][CH:27]=2)[CH:22]=[CH:21]1 |f:2.3.4,5.6,7.8.9.10|. Reported procedure: A mixture of N-(6-bromo-1H-indazol-4-yl)-2-pyridinecarboxamide (38 mg, 0.12 mmol), 1H-indol-4-ylboronic acid (23 mg, 0.14 mmol, available from Apollo), Pd(dppf)Cl2 (10 mol %, 12 mg, 0.015 mmol), aqueous sodium carbonate solution (2M, 0.18 ml, 0.36 mmol) in dioxane/water 1:1 (2 ml) was heated at 150° C. for 30 mins under microwave irradiation. The reaction mixture was filtered through a silica cartridge eluting with MeOH, then the solvent was removed in vacuo. Purification by mass directed prepar...